From a dataset of the Open Reaction Database (ORD), a public repository of structured organic reaction records. describe an organic reaction: reactants, conditions, products, and yield Reactants: OC=1C=C2C(=NC(=NC2=CC1OC)C1=CC(=CC=C1)[N+](=O)[O-])NC=1C=C2C=NN(C2=CC1)C(=O)OC(C)(C)C (tert-butyl 5-(6-hydroxy-7-methoxy-2-(3-nitrophenyl)quinazolin-4-ylamino)-1H-indazole-1-carboxylate), ClCCN(C)C (2-chloro-N,N-dimethylethanamine), C(=O)([O-])[O-].[K+].[K+] (K2CO3). Run in CN(C)C=O (DMF). Conditions: temperature 85 celsius. Product: CN(CCOC=1C=C2C(=NC(=NC2=CC1OC)C1=CC(=CC=C1)[N+](=O)[O-])NC=1C=C2C=NN(C2=CC1)C(=O)OC(C)(C)C)C (tert-butyl 5-(6-(2-(dimethylamino)ethoxy)-7-methoxy-2-(3-nitrophenyl)quinazolin-4-ylamino)-1H-indazole-1-carboxylate). As a reaction SMILES: [OH:1][C:2]1[CH:3]=[C:4]2[C:9](=[CH:10][C:11]=1[O:12][CH3:13])[N:8]=[C:7]([C:14]1[CH:19]=[CH:18][CH:17]=[C:16]([N+:20]([O-:22])=[O:21])[CH:15]=1)[N:6]=[C:5]2[NH:23][C:24]1[CH:25]=[C:26]2[C:30](=[CH:31][CH:32]=1)[N:29]([C:33]([O:35][C:36]([CH3:39])([CH3:38])[CH3:37])=[O:34])[N:28]=[CH:27]2.Cl[CH2:41][CH2:42][N:43]([CH3:45])[CH3:44].C([O-])([O-])=O.[K+].[K+]>CN(C=O)C>[CH3:44][N:43]([CH3:45])[CH2:42][CH2:41][O:1][C:2]1[CH:3]=[C:4]2[C:9](=[CH:10][C:11]=1[O:12][CH3:13])[N:8]=[C:7]([C:14]1[CH:19]=[CH:18][CH:17]=[C:16]([N+:20]([O-:22])=[O:21])[CH:15]=1)[N:6]=[C:5]2[NH:23][C:24]1[CH:25]=[C:26]2[C:30](=[CH:31][CH:32]=1)[N:29]([C:33]([O:35][C:36]([CH3:39])([CH3:38])[CH3:37])=[O:34])[N:28]=[CH:27]2 |f:2.3.4|. Procedure: A mixture of tert-butyl 5-(6-hydroxy-7-methoxy-2-(3-nitrophenyl)quinazolin-4-ylamino)-1H-indazole-1-carboxylate (0.475 g, 0.898 mmol), 2-chloro-N,N-dimethylethanamine (0.28 g, 1.94 mmol) and K2CO3 (1.18 g, 2.54 mmol) in DMF (8 mL) was heated at 85° C. for 3 h. The volatiles were removed in vacuo and the residue was taken up in CHCl3/MeOH. The solid was removed via filtration and the filtrate was concentrated in vacuo. The residue was purified by column chromatography (SiO2, CHCl3/MeOH 93:7 then ... Starting materials: BrC1=CC=C(C=C1)C(CC(=O)C1=CC=NC=C1)C1=C(C=CC=C1)C (3-(4-bromo-phenyl)-1-pyridin-4-yl-3-o-tolyl-propan-1-one), Cl.NO (hydroxylamine hydrochloride), C(=O)(O)[O-].[Na+] (NaHCO3). Product: BrC1=CC=C(C=C1)C(CC(=NO)C1=CC=NC=C1)C1=C(C=CC=C1)C (3-(4-Bromo-phenyl)-1-pyridin-4-yl-3-o-tolyl-propan-1-one oxime). As a reaction SMILES: [Br:1][C:2]1[CH:7]=[CH:6][C:5]([CH:8]([C:18]2[CH:23]=[CH:22][CH:21]=[CH:20][C:19]=2[CH3:24])[CH2:9][C:10]([C:12]2[CH:17]=[CH:16][N:15]=[CH:14][CH:13]=2)=O)=[CH:4][CH:3]=1.Cl.[NH2:26][OH:27].C([O-])(O)=O.[Na+]>>[Br:1][C:2]1[CH:7]=[CH:6][C:5]([CH:8]([C:18]2[CH:23]=[CH:22][CH:21]=[CH:20][C:19]=2[CH3:24])[CH2:9][C:10]([C:12]2[CH:17]=[CH:16][N:15]=[CH:14][CH:13]=2)=[N:26][OH:27])=[CH:4][CH:3]=1 |f:1.2,3.4|. Procedure: In analogy to example 1, step 2, from 3-(4-bromo-phenyl)-1-pyridin-4-yl-3-o-tolyl-propan-1-one and hydroxylamine hydrochloride in the presence of NaHCO3 was prepared the title compound as a mixture of E and Z isomers (2.5:1) as a white foam, MS (ESI+): m/z=395.1 ([M+H]+, 1Br). The reactants are CC(=O)OC(C)=O, O=C(O)C1CC(O)CN1, O, c1ccncc1. Product: CC(=O)N1CC(O)CC1C(=O)O. As a reaction SMILES: [CH3:16][C:17](=[O:18])[O:19][C:20](=[O:21])[CH3:22].[NH:1]1[CH:2]([C:3](=[O:4])[OH:5])[CH2:6][CH:7]([OH:8])[CH2:9]1.[OH2:23].[cH:10]1[cH:11][cH:12][n:13][cH:14][cH:15]1>>[N:1]1([C:17]([CH3:16])=[O:18])[CH:2]([C:3](=[O:4])[OH:5])[CH2:6][CH:7]([OH:8])[CH2:9]1. Reactants: solution, [H-].[Al+3].[Li+].[H-].[H-].[H-] (lithium aluminium hydride), COC(=O)N1CC(NCC1)CCOC1=CC=CC=C1 ((RS)-4-methoxycarbonyl-2-(2-phenoxyethyl)piperazine), resultant mixture, [OH-].[Na+] (sodium hydroxide), S(=O)(=O)([O-])[O-].[Na+].[Na+] (sodium sulphate). The solvent is O1CCCC1 (tetrahydrofuran), O1CCCC1 (tetrahydrofuran), O (water), O (Water). Conditions: time 0.2 hour. Yields the product CN1CC(NCC1)CCOC1=CC=CC=C1 ((RS)-4-Methyl-2-(2-phenoxyethyl)piperazine). Isolated yield 87.4%. As a reaction SMILES: [H-].[Al+3].[Li+].[H-].[H-].[H-].CO[C:9]([N:11]1[CH2:16][CH2:15][NH:14][CH:13]([CH2:17][CH2:18][O:19][C:20]2[CH:25]=[CH:24][CH:23]=[CH:22][CH:21]=2)[CH2:12]1)=O.[OH-].[Na+].S([O-])([O-])(=O)=O.[Na+].[Na+]>O1CCCC1.O>[CH3:9][N:11]1[CH2:16][CH2:15][NH:14][CH:13]([CH2:17][CH2:18][O:19][C:20]2[CH:25]=[CH:24][CH:23]=[CH:22][CH:21]=2)[CH2:12]1 |f:0.1.2.3.4.5,7.8,9.10.11|. Procedure: A 1M solution of lithium aluminium hydride in tetrahydrofuran (7.6 ml) was added dropwise to a stirred solution of (RS)-4-methoxycarbonyl-2-(2-phenoxyethyl)piperazine (D9) (1 g, 3.79 mmol) in anhydrous tetrahydrofuran (30 ml) at 0° C. under argon. The resultant mixture was stirred at 0° C. for 0.25 h and at room temperature for a further 1.5 h. Water (1.25 ml), 2N sodium hydroxide (1.55 ml) and water (1.25 ml) were added dropwise sequentially with ice cooling. After 0.2 h sodium sulphate was add... The reactants are ClCCl, CN(C)C=O, CS(=O)(=O)c1ccc(C(CC2CCCSC2)C(=O)O)cc1Cl, O=C(Cl)C(=O)Cl, Nc1cnccn1, C1CCOC1, O, c1ccncc1. Yields the product CS(=O)(=O)c1ccc(C(CC2CCCSC2)C(=O)Nc2cnccn2)cc1Cl. RXN SMILES: [CH2:42]([Cl:43])[Cl:44].[CH3:51][N:52]([CH3:53])[CH:54]=[O:55].[Cl:1][c:2]1[cH:3][c:4]([CH:12]([C:13](=[O:14])[OH:15])[CH2:16][CH:17]2[CH2:18][S:19][CH2:20][CH2:21][CH2:22]2)[cH:5][cH:6][c:7]1[S:8](=[O:9])(=[O:10])[CH3:11].[Cl:23][C:24]([C:25]([Cl:26])=[O:27])=[O:28].[NH2:29][c:30]1[n:31][cH:32][cH:33][n:34][cH:35]1.[O:45]1[CH2:46][CH2:47][CH2:48][CH2:49]1.[OH2:50].[cH:36]1[cH:37][cH:38][n:39][cH:40][cH:41]1>>[Cl:1][c:2]1[cH:3][c:4]([CH:12]([C:13](=[O:15])[NH:29][c:30]2[n:31][cH:32][cH:33][n:34][cH:35]2)[CH2:16][CH:17]2[CH2:18][S:19][CH2:20][CH2:21][CH2:22]2)[cH:5][cH:6][c:7]1[S:8](=[O:9])(=[O:10])[CH3:11]. The reactants are ClC1=NC=CC=2NC(N(C(C21)=O)CCC2=CC=CC=C2)C2=C(C=CC=C2)OC (5-Chloro-2-(2-methoxy-phenyl)-3-phenethyl-2,3-dihydro-1H-pyrido[4,3-d]pyrimidin-4-one), [O-][Mn](=O)(=O)=O.[K+] (KMnO4), aqueous solution, [Mn](=O)(=O)(=O)[O-].[K+] (potassium permanganate). The solvent is CC(=O)C (acetone). Run at temperature 20 celsius. Yields the product ClC1=NC=CC=2N=C(N(C(C21)=O)CCC2=CC=CC=C2)C2=C(C=CC=C2)OC (5-Chloro-2-(2-methoxy-phenyl)-3-phenethyl-3H-pyrido[4,3-d]pyrimidin-4-one). The yield is 40.0%. RXN SMILES: [Cl:1][C:2]1[C:11]2[C:10](=[O:12])[N:9]([CH2:13][CH2:14][C:15]3[CH:20]=[CH:19][CH:18]=[CH:17][CH:16]=3)[CH:8]([C:21]3[CH:26]=[CH:25][CH:24]=[CH:23][C:22]=3[O:27][CH3:28])[NH:7][C:6]=2[CH:5]=[CH:4][N:3]=1.[Mn]([O-])(=O)(=O)=O.[K+]>CC(C)=O>[Cl:1][C:2]1[C:11]2[C:10](=[O:12])[N:9]([CH2:13][CH2:14][C:15]3[CH:20]=[CH:19][CH:18]=[CH:17][CH:16]=3)[C:8]([C:21]3[CH:26]=[CH:25][CH:24]=[CH:23][C:22]=3[O:27][CH3:28])=[N:7][C:6]=2[CH:5]=[CH:4][N:3]=1 |f:1.2|. Reported procedure: 5-Chloro-2-(2-methoxy-phenyl)-3-phenethyl-2,3-dihydro-1H-pyrido[4,3-d]pyrimidin-4-one (1.0 g, 2.54 mmol) was placed in a flask, acetone (10 mL) was added and the mixture stirred vigorously at 20° C. A 5% aqueous solution of potassium permanganate (KMnO4) was added (50.8 mmol, 2 equiv.). The reaction progress was monitored by HPLC. The reaction was stirred for 12 hours. Another 2 equiv. of KMnO4 was added and reaction stirred at ambient temperature for 4 hours until reaction was complete accordin... Reactants: ClCCl, COc1cc(F)ccc1-c1ccnc(NC(=O)C2CCC(NC(=O)OC(C)(C)C)C2)c1, O=C(O)C(F)(F)F. The product is COc1cc(F)ccc1-c1ccnc(NC(=O)C2CCC(N)C2)c1. RXN SMILES: [Cl:39][CH2:40][Cl:41].[F:1][c:2]1[cH:3][c:4]([O:30][CH3:31])[c:5](-[c:8]2[cH:9][c:10]([NH:14][C:15](=[O:16])[CH:17]3[CH2:18][CH:19]([NH:22][C:23](=[O:24])[O:25][C:26]([CH3:27])([CH3:28])[CH3:29])[CH2:20][CH2:21]3)[n:11][cH:12][cH:13]2)[cH:6][cH:7]1.[F:32][C:33]([F:34])([F:35])[C:36]([OH:37])=[O:38]>>[F:1][c:2]1[cH:3][c:4]([O:30][CH3:31])[c:5](-[c:8]2[cH:9][c:10]([NH:14][C:15](=[O:16])[CH:17]3[CH2:18][CH:19]([NH2:22])[CH2:20][CH2:21]3)[n:11][cH:12][cH:13]2)[cH:6][cH:7]1.